Dataset: the Open Reaction Database (ORD), a public repository of structured organic reaction records. Task: describe an organic reaction: reactants, conditions, products, and yield Starting materials: CN(C)C=O, Nc1cnc(Br)cn1, O, OCCS, c1ccc(P(c2ccccc2)(c2ccccc2)[Pd](P(c2ccccc2)(c2ccccc2)c2ccccc2)(P(c2ccccc2)(c2ccccc2)c2ccccc2)P(c2ccccc2)(c2ccccc2)c2ccccc2)cc1. Product: Nc1cnc(SCCO)cn1. Reaction SMILES: [CH3:13][N:14]([CH3:15])[CH:16]=[O:17].[NH2:5][c:6]1[n:7][cH:8][c:9]([Br:12])[n:10][cH:11]1.[OH2:18].[OH:1][CH2:2][CH2:3][SH:4].[cH:19]1[cH:20][cH:21][c:22]([P:23]([Pd:24]([P:25]([c:26]2[cH:27][cH:28][cH:29][cH:30][cH:31]2)([c:32]2[cH:33][cH:34][cH:35][cH:36][cH:37]2)[c:38]2[cH:39][cH:40][cH:41][cH:42][cH:43]2)([P:44]([c:45]2[cH:46][cH:47][cH:48][cH:49][cH:50]2)([c:51]2[cH:52][cH:53][cH:54][cH:55][cH:56]2)[c:57]2[cH:58][cH:59][cH:60][cH:61][cH:62]2)[P:63]([c:64]2[cH:65][cH:66][cH:67][cH:68][cH:69]2)([c:70]2[cH:71][cH:72][cH:73][cH:74][cH:75]2)[c:76]2[cH:77][cH:78][cH:79][cH:80][cH:81]2)([c:82]2[cH:83][cH:84][cH:85][cH:86][cH:87]2)[c:88]2[cH:89][cH:90][cH:91][cH:92][cH:93]2)[cH:94][cH:95]1>>[OH:1][CH2:2][CH2:3][S:4][c:9]1[cH:8][n:7][c:6]([NH2:5])[cH:11][n:10]1. Product: ClC1=CC=C(CNC(=O)C=2C(C3=C(N(C2)C)C(=C(S3)CCl)C)=O)C=C1 (N-(4-chlorobenzyl)-2-(chloromethyl)-3,4-dimethyl-7-oxo-4,7-dihydrothieno[3,2-b]pyridine-6-carboxamide). Run at time 15 minute. Reagents/catalysts: CN(C)C=1C=CN=CC1 (DMAP). Procedure: Methanesulfonyl chloride (0.23 mL, 3.0 mmol) was added to a mixture of N-(4-chlorobenzyl)-2-(hydroxymethyl)-3,4-dimethyl-7-oxo-4,7-dihydrothieno[3,2-b]pyridine-6-carboxamide (446 mg, 1.19 mmol), collidine (0.39 mL, 3.0 mmol) and DMAP (22 mg, 0.18 mmol) in DMF (21 mL). The reaction was stirred at room temperature for 1 hour 15 minutes, going to an orange/amber solution. The reaction was cooled in an ice bath before diluting with water to a total volume of 100 mL. The mixture was stirred vigorousl... As a reaction SMILES: CS([Cl:5])(=O)=O.[Cl:6][C:7]1[CH:30]=[CH:29][C:10]([CH2:11][NH:12][C:13]([C:15]2[C:16](=[O:28])[C:17]3[S:24][C:23]([CH2:25]O)=[C:22]([CH3:27])[C:18]=3[N:19]([CH3:21])[CH:20]=2)=[O:14])=[CH:9][CH:8]=1.N1C(C)=CC(C)=CC=1C>CN(C1C=CN=CC=1)C.CN(C=O)C.O>[Cl:6][C:7]1[CH:8]=[CH:9][C:10]([CH2:11][NH:12][C:13]([C:15]2[C:16](=[O:28])[C:17]3[S:24][C:23]([CH2:25][Cl:5])=[C:22]([CH3:27])[C:18]=3[N:19]([CH3:21])[CH:20]=2)=[O:14])=[CH:29][CH:30]=1. The reactants are CS(=O)(=O)Cl (Methanesulfonyl chloride), ClC1=CC=C(CNC(=O)C=2C(C3=C(N(C2)C)C(=C(S3)CO)C)=O)C=C1 (N-(4-chlorobenzyl)-2-(hydroxymethyl)-3,4-dimethyl-7-oxo-4,7-dihydrothieno[3,2-b]pyridine-6-carboxamide), N1=C(C=C(C=C1C)C)C (collidine). The solvent is CN(C)C=O (DMF), O (water). Yield: 97.8%. Reactants: C(C)(C)(C)C1=CC(=C(C=C1)C=1N([C@@H]([C@@H](N1)C1=CC=C(C=C1)Cl)C1=CC=C(C=C1)Cl)C(=O)Cl)OCC ((4S,5R)-2-(4-tert-butyl-2-ethoxy-phenyl)-4,5-bis-(4-chloro-phenyl)-4,5-dihydro-imidazole-1-carbonyl chloride), C(C)(=O)N1CCNCC1 (1-acetyl-piperazine). Yields the product Cl.C(C)(C)(C)C1=CC(=C(C=C1)C=1N([C@@H]([C@@H](N1)C1=CC=C(C=C1)Cl)C1=CC=C(C=C1)Cl)C(=O)N1CCN(CC1)C(C)=O)OCC (1-{4-[(4S,5R)-2-(4-tert-Butyl-2-ethoxy-phenyl)-4,5-bis-(4-chloro-phenyl)-4,5-dihydro-imidazole-1-carbonyl]-piperazin-1-yl}-ethanone hydrochloride). RXN SMILES: [C:1]([C:5]1[CH:10]=[CH:9][C:8]([C:11]2[N:12]([C:30](Cl)=[O:31])[C@H:13]([C:23]3[CH:28]=[CH:27][C:26]([Cl:29])=[CH:25][CH:24]=3)[C@H:14]([C:16]3[CH:21]=[CH:20][C:19]([Cl:22])=[CH:18][CH:17]=3)[N:15]=2)=[C:7]([O:33][CH2:34][CH3:35])[CH:6]=1)([CH3:4])([CH3:3])[CH3:2].[C:36]([N:39]1[CH2:44][CH2:43][NH:42][CH2:41][CH2:40]1)(=[O:38])[CH3:37]>>[ClH:22].[C:1]([C:5]1[CH:10]=[CH:9][C:8]([C:11]2[N:12]([C:30]([N:42]3[CH2:43][CH2:44][N:39]([C:36](=[O:38])[CH3:37])[CH2:40][CH2:41]3)=[O:31])[C@H:13]([C:23]3[CH:24]=[CH:25][C:26]([Cl:29])=[CH:27][CH:28]=3)[C@H:14]([C:16]3[CH:17]=[CH:18][C:19]([Cl:22])=[CH:20][CH:21]=3)[N:15]=2)=[C:7]([O:33][CH2:34][CH3:35])[CH:6]=1)([CH3:4])([CH3:2])[CH3:3] |f:2.3|. Procedure: 1-{4-[(4S,5R)-2-(4-tert-Butyl-2-ethoxy-phenyl)-4,5-bis-(4-chloro-phenyl)-4,5-dihydro-imidazole-1-carbonyl]-piperazin-1-yl}-ethanone hydrochloride was prepared from (4S,5R)-2-(4-tert-butyl-2-ethoxy-phenyl)-4,5-bis-(4-chloro-phenyl)-4,5-dihydro-imidazole-1-carbonyl chloride (example 11) and 1-acetyl-piperazine in an analogous manner as described in example 25. LR-MS: 621.4 [(M+H)+] Reactants: C1(=CC=CC=C1)C#C[Sn](CCCC)(CCCC)CCCC (Phenylethynyltri-n-butyltin), C(C1=CC=CC=C1)N=[N+]=[N-] (benzyl azide). Conditions: temperature 150 celsius. Yields the product C(C1=CC=CC=C1)N1N=NC(=C1C1=CC=CC=C1)[Sn](CCCC)(CCCC)CCCC (1-Benzyl-5-phenyl-4-(tributylstannyl)-1H-1,2,3-triazole). RXN SMILES: [C:1]1([C:7]#[C:8][Sn:9]([CH2:18][CH2:19][CH2:20][CH3:21])([CH2:14][CH2:15][CH2:16][CH3:17])[CH2:10][CH2:11][CH2:12][CH3:13])[CH:6]=[CH:5][CH:4]=[CH:3][CH:2]=1.[CH2:22]([N:29]=[N+:30]=[N-:31])[C:23]1[CH:28]=[CH:27][CH:26]=[CH:25][CH:24]=1>>[CH2:22]([N:29]1[C:7]([C:1]2[CH:6]=[CH:5][CH:4]=[CH:3][CH:2]=2)=[C:8]([Sn:9]([CH2:14][CH2:15][CH2:16][CH3:17])([CH2:10][CH2:11][CH2:12][CH3:13])[CH2:18][CH2:19][CH2:20][CH3:21])[N:31]=[N:30]1)[C:23]1[CH:28]=[CH:27][CH:26]=[CH:25][CH:24]=1. Reported procedure: Phenylethynyltri-n-butyltin (8.25 g, 21.1 mmol) and benzyl azide (2.3 mL, 18.4 mmol) were combined and heated to 150° C. overnight. The mixture was purified by silica gel chromatography eluting with a gradient of 5-40% ethyl acetate in hexanes to afford the title compound. MS (ESI+) m/z 526.3 (M+H)+. Starting materials: C1(CCCC1)C=C(C1=CC=C(C=C1)S(=O)(=O)C)C1=CC=2C(=NC=C(C2)C#CCOC)N1 (2-[2-cyclopentyl-1-(4-methanesulfonyl-phenyl)-vinyl]-5-(3-methoxy-prop-1-ynyl)-1H-pyrrolo[2,3-b]pyridine). The reagents and catalysts are [Pd] (palladium on activated carbon). The solvent is CO (methanol). Conditions: temperature 50 celsius. The product is C1(CCCC1)CC(C1=CC=C(C=C1)S(=O)(=O)C)C1=CC=2C(=NC=C(C2)CCCOC)N1 (2-[2-cyclopentyl-1-(4-methanesulfonyl-phenyl)-ethyl]-5-(3-methoxy-propyl)-1H-pyrrolo[2,3-b]pyridine). Yield: 32.4%. RXN SMILES: [CH:1]1([CH:6]=[C:7]([C:18]2[NH:31][C:21]3=[N:22][CH:23]=[C:24]([C:26]#[C:27][CH2:28][O:29][CH3:30])[CH:25]=[C:20]3[CH:19]=2)[C:8]2[CH:13]=[CH:12][C:11]([S:14]([CH3:17])(=[O:16])=[O:15])=[CH:10][CH:9]=2)[CH2:5][CH2:4][CH2:3][CH2:2]1>[Pd].CO>[CH:1]1([CH2:6][CH:7]([C:18]2[NH:31][C:21]3=[N:22][CH:23]=[C:24]([CH2:26][CH2:27][CH2:28][O:29][CH3:30])[CH:25]=[C:20]3[CH:19]=2)[C:8]2[CH:13]=[CH:12][C:11]([S:14]([CH3:17])(=[O:16])=[O:15])=[CH:10][CH:9]=2)[CH2:5][CH2:4][CH2:3][CH2:2]1. Reported procedure: A mixture of 2-[2-cyclopentyl-1-(4-methanesulfonyl-phenyl)-vinyl]-5-(3-methoxy-prop-1-ynyl)-1H-pyrrolo[2,3-b]pyridine (302 mg, 0.7 mmol) and 10% palladium on activated carbon (80 mg) in methanol (250 mL) was heated at 50° C. under hydrogen (50 psi) for 8 h. The mixture was cooled to room temperature. The catalyst was removed by filtration and washed with ethyl acetate. The filtrate was concentrated in vacuo. Purification using a Waters automated flash system (column: Xterra 30 mm×100 mm, sample ...